Dataset: the Open Reaction Database (ORD), a public repository of structured organic reaction records. Task: describe an organic reaction: reactants, conditions, products, and yield Starting materials: O=[N+]([O-])c1cccc(CCl)c1, [Na+], [Na+], O=C([O-])[O-], CN(C)C=O, O, c1cc(-c2ncc[nH]2)ccn1. The product is O=[N+]([O-])c1cccc(Cn2ccnc2-c2ccncc2)c1. As a reaction SMILES: [N+:23](=[O:24])([O-:25])[c:26]1[cH:27][c:28]([CH2:29][Cl:30])[cH:31][cH:32][cH:33]1.[Na+:17].[Na+:18].[O-:19][C:20](=[O:21])[O-:22].[O:1]=[CH:2][N:3]([CH3:4])[CH3:5].[OH2:34].[nH:6]1[c:7](-[c:11]2[cH:12][cH:13][n:14][cH:15][cH:16]2)[n:8][cH:9][cH:10]1>>[n:6]1([CH2:29][c:28]2[cH:27][c:26]([N+:23](=[O:24])[O-:25])[cH:33][cH:32][cH:31]2)[c:7](-[c:11]2[cH:12][cH:13][n:14][cH:15][cH:16]2)[n:8][cH:9][cH:10]1. Starting materials: CC(C)(C)OC(=O)NCCNC(=O)c1ccccc1O, ClCCl, Cl. RXN SMILES: [C:1]([O:2][C:3](=[O:4])[NH:7][CH2:8][CH2:9][NH:10][C:11]([c:12]1[c:13]([OH:18])[cH:14][cH:15][cH:16][cH:17]1)=[O:19])([CH3:5])([CH3:6])[CH3:20].[Cl:22][CH2:23][Cl:24].[ClH:21]>>[NH2:7][CH2:8][CH2:9][NH:10][C:11]([c:12]1[c:13]([OH:18])[cH:14][cH:15][cH:16][cH:17]1)=[O:19]. Product: NCCNC(=O)c1ccccc1O. The reactants are C=CCCCCC(=O)N(C)C(C)C(=O)NC(CC(C)CCC=C)C(O)CCl, ClCCl. Product: CC1CCC=CCCCCC(=O)N(C)C(C)C(=O)NC(C(O)CCl)C1. As a reaction SMILES: [Cl:1][CH2:2][CH:3]([OH:4])[CH:5]([CH2:6][CH:7]([CH2:8][CH2:9][CH:10]=[CH2:11])[CH3:12])[NH:13][C:14](=[O:15])[CH:16]([CH3:17])[N:18]([C:19]([CH2:20][CH2:21][CH2:22][CH2:23][CH:24]=[CH2:25])=[O:26])[CH3:27].[Cl:28][CH2:29][Cl:30]>>[Cl:1][CH2:2][CH:3]([OH:4])[CH:5]1[CH2:6][CH:7]([CH3:12])[CH2:8][CH2:9][CH:25]=[CH:24][CH2:23][CH2:22][CH2:21][CH2:20][C:19](=[O:26])[N:18]([CH3:27])[CH:16]([CH3:17])[C:14](=[O:15])[NH:13]1.